This data is from the Open Reaction Database (ORD), a public repository of structured organic reaction records. The task is: describe an organic reaction: reactants, conditions, products, and yield Reactants: COC(C1=C(C(=C(C(=C1)OC)OC)OC)Br)OC (2-bromo-3,4,5-trimethoxybenzaldehyde dimethylacetal), C(C)OC=1C=C(C=O)C=CC1OCC (3,4-diethoxybenzaldehyde). Product: COC(C1=C(C(=C(C(=C1)OC)OC)OC)C(C1=CC=CC=C1)(O)C1=CC(=C(C=C1)OCC)OCC)OC (2-(3,4-diethoxyphenyl-α-hydroxybenzyl)-3,4,5-trimethoxybenzaldehyde dimethylacetal). The yield is 76.0%. RXN SMILES: [CH3:1][O:2][CH:3]([O:17][CH3:18])[C:4]1[CH:9]=[C:8]([O:10][CH3:11])[C:7]([O:12][CH3:13])=[C:6]([O:14][CH3:15])[C:5]=1Br.[CH2:19]([O:21][C:22]1[CH:23]=[C:24]([CH:27]=[CH:28][C:29]=1[O:30][CH2:31][CH3:32])[CH:25]=[O:26])[CH3:20]>>[CH3:1][O:2][CH:3]([O:17][CH3:18])[C:4]1[CH:9]=[C:8]([O:10][CH3:11])[C:7]([O:12][CH3:13])=[C:6]([O:14][CH3:15])[C:5]=1[C:25]([C:24]1[CH:27]=[CH:28][C:29]([O:30][CH2:31][CH3:32])=[C:22]([O:21][CH2:19][CH3:20])[CH:23]=1)([OH:26])[C:4]1[CH:9]=[CH:8][CH:7]=[CH:6][CH:5]=1. Procedure details: 2-bromo-3,4,5-trimethoxybenzaldehyde dimethylacetal and 3,4-diethoxybenzaldehyde are reacted in the same manner as described in Example 1-(1), whereby 2-(3,4-diethoxyphenyl-α-hydroxybenzyl)-3,4,5-trimethoxybenzaldehyde dimethylacetal is obtained as pale yellow syrup.